From a dataset of the Open Reaction Database (ORD), a public repository of structured organic reaction records. describe an organic reaction: reactants, conditions, products, and yield Starting materials: (-)-DIP-Cl, C(C)(=O)C1=NC(=CC=C1)C(C)=O (2,6-Diacetylpyridine), N(CCO)CCO ((HOCH2 CH2)2NH), CCOCC (Ether). The solvent is C1CCOC1 (THF). Conditions: temperature -18 celsius, time 24 hour. The product is C(C)(=O)C1=CC=CC(=N1)[C@@H](O)C ((S)-(-)-6-acetyl-a-methyl-2-pyridinemethanol). As a reaction SMILES: [C:1]([C:4]1[CH:9]=[CH:8][CH:7]=[C:6]([C:10](=[O:12])[CH3:11])[N:5]=1)(=[O:3])[CH3:2].CCOCC.N(CCO)CCO>C1COCC1>[C:1]([C:4]1[N:5]=[C:6]([C@H:10]([CH3:11])[OH:12])[CH:7]=[CH:8][CH:9]=1)(=[O:3])[CH3:2]. Procedure details: (-)-DIP-Cl (about 70% in hexane, about 22 mmol) was evaporated under reduced pressure to remove hexane. The resulting oil was dissolved in THF (15 ml) and added over 5 minutes into the solution of 2,6-diacetylpyridine (Example 23, 1.0 g, 6.13 mmol) in THF (20 ml) which had been cooled to -18° C. with ice-salt bath. The resulting orange solution was stirred at -18° C. to room temperature for 24 hours. Ether (60 ml) was added. The solution was cooled to 0° C. and then (HOCH2 CH2)2NH (5 ml, 52 mmol... Solvent: ClCCl (dichloromethane), CCOCC (ether). Reaction SMILES: [CH3:1][C:2](O)([C:13]1[CH:18]=[CH:17][CH:16]=[CH:15][CH:14]=1)[CH2:3][CH2:4][CH2:5][CH2:6][CH2:7][CH2:8][CH2:9][CH2:10][CH2:11][CH3:12].C[Si]([Br:24])(C)C>ClCCl.CCOCC>[C:13]1([C:2]([Br:24])([CH2:3][CH2:4][CH2:5][CH2:6][CH2:7][CH2:8][CH2:9][CH2:10][CH2:11][CH3:12])[CH3:1])[CH:18]=[CH:17][CH:16]=[CH:15][CH:14]=1. Procedure: 10.50 g (0.04 mol) of 1-methyl-1-phenylundecyl alcohol was dissolved in 50 ml of dichloromethane, cooled in ice bath, 10.6 ml (12.29 g, 0.08 mol) of trimethylsilyl bromide was added and the mixture stirred for 1 h under protection from moisture. The solution was diluted with 100 ml ether and washed four times with 50 ml water, brine, dried and evaporated to give crude 2-phenyl-2-bromododecane. 35 ml of 2.3 M hydrogen peroxide in THF (0.08 mol) was added to the 2-phenyl-2-dodecyl bromide and the ... Starting materials: CC(CCCCCCCCCC)(C1=CC=CC=C1)O (1-methyl-1-phenylundecyl alcohol), C[Si](C)(C)Br (trimethylsilyl bromide). Conditions: time 1 hour. Yields the product C1(=CC=CC=C1)C(C)(CCCCCCCCCC)Br (2-phenyl-2-bromododecane). Starting materials: ClCCl (dichloromethane), BrC=1C=NC=C(C1)Br (3,5-dibromo-pyridine), N1CCNCC1 (piperazine). Conditions: temperature 180 celsius. Product: BrC=1C=C(C=NC1)N1CCN(CC1)C (1-(5-Bromo-pyridin-3-yl)-4-methyl-piperazine), oil. The yield is 37.0%. As a reaction SMILES: Br[C:2]1[CH:3]=[N:4][CH:5]=[C:6]([Br:8])[CH:7]=1.[NH:9]1[CH2:14][CH2:13][NH:12][CH2:11][CH2:10]1.Cl[CH2:16]Cl>>[Br:8][C:6]1[CH:7]=[C:2]([N:9]2[CH2:14][CH2:13][N:12]([CH3:16])[CH2:11][CH2:10]2)[CH:3]=[N:4][CH:5]=1. Procedure details: 1-(5-Bromo-pyridin-3-yl)-4-methyl-piperazine was prepared from 3,5-dibromo-pyridine (1.00 g, 4.22 mmol) and piperazine, 1-methyl-(0.936 mL, 8.44 mmol) which were combined and heated in a microwave vial to 180° C. for 2 hours. The reaction mixture was taken up in dichloromethane and purified by silica gel chromatography 0-10% methanol in dichloromethane to afford a clear oil (37%). 1H NMR (400 MHz, (D3C)2SO, δ, ppm): 8.20 (s, 1H), 8.11 (s, 1H), 7.29 (m, 1H), 3.25 (bm, 4H), 2.58 (bm, 4H), 2.35 (s,... The reactants are C(C1=CC=CC=C1)OC=1C=C(C=2OC3=CC=C(C=C3C(C2)=O)OCC2CO2)C=CC1OCC1=CC=CC=C1 (3′,4′-Dibenzyloxy-6-(2,3-epoxy-propoxy)-flavone), C(C1=CC=CC=C1)OC=1C=C(C=2OC3=CC=C(C=C3C(C2)=O)OCC2CO2)C=CC1OCC1=CC=CC=C1 (3′,4′-Dibenzyloxy-6-(2,3-epoxy-propoxy)-flavone), C(C)(C)(C)N (tert-butyl amine). Solvent: CO (methanol). Yields the product C(C)(C)(C)NCC(COC=1C=C2C(C=C(OC2=CC1)C1=CC(=C(C=C1)OCC1=CC=CC=C1)OCC1=CC=CC=C1)=O)O (6-(3-tert-Butylamino-2-hydroxy-propoxy)-3′,4′-dibenzyloxy-flavone). As a reaction SMILES: [CH2:1]([O:8][C:9]1[CH:10]=[C:11]([CH:28]=[CH:29][C:30]=1[O:31][CH2:32][C:33]1[CH:38]=[CH:37][CH:36]=[CH:35][CH:34]=1)[C:12]1[O:13][C:14]2[C:19]([C:20](=[O:22])[CH:21]=1)=[CH:18][C:17]([O:23][CH2:24][CH:25]1[O:27][CH2:26]1)=[CH:16][CH:15]=2)[C:2]1[CH:7]=[CH:6][CH:5]=[CH:4][CH:3]=1.[C:39]([NH2:43])([CH3:42])([CH3:41])[CH3:40]>CO>[C:39]([NH:43][CH2:26][CH:25]([OH:27])[CH2:24][O:23][C:17]1[CH:18]=[C:19]2[C:14](=[CH:15][CH:16]=1)[O:13][C:12]([C:11]1[CH:28]=[CH:29][C:30]([O:31][CH2:32][C:33]3[CH:38]=[CH:37][CH:36]=[CH:35][CH:34]=3)=[C:9]([O:8][CH2:1][C:2]3[CH:7]=[CH:6][CH:5]=[CH:4][CH:3]=3)[CH:10]=1)=[CH:21][C:20]2=[O:22])([CH3:42])([CH3:41])[CH3:40]. Reported procedure: 3′,4′-Dibenzyloxy-6-(2,3-epoxy-propoxy)-flavone, 30 (1.5 g, 3 mmol) and tert-butyl amine (0.96 mL, 9 mmol) in dry methanol (125 mL) were reacted in a similar manner to that described under 34 to afford 39. Yield 1.5 g (89%); mp 156-157° C.; MS (FAB) 580 (M++1); IR (KBr) 3404, 1621; 1H NMR (200 MHz, CDCl3) δ 7.51-7.26 (m, 15H), 6.97 (d, J=8.9 Hz, 1H), 6.62 (s, 1H), 5.22 (s, 2H), 5.20 (s, 2H), 4.26-4.22 (m, 1H), 4.14-4.10 (m, 2H), 3.07-2.86 (m, 2H), 1.29 (s, 9H). Analysis Calcd for C36H37NO6: C, 7... Yields the product CCCCCC(C)(O)CCC1CCC2(OCCO2)C1CCCCCCC(=O)O. Reaction SMILES: [CH2:1]1[O:2][C:3]2([CH:4]([CH2:5][CH2:6][CH2:7][CH2:8][CH2:9][CH2:10][C:11](=[O:12])[O:13][CH3:14])[CH:15]([CH2:18][CH2:19][C:20]([CH2:21][CH2:22][CH2:23][CH2:24][CH3:25])([CH3:26])[OH:27])[CH2:16][CH2:17]2)[O:28][CH2:29]1.[K+:31].[OH-:30]>>[CH2:1]1[O:2][C:3]2([CH:4]([CH2:5][CH2:6][CH2:7][CH2:8][CH2:9][CH2:10][C:11](=[O:12])[OH:13])[CH:15]([CH2:18][CH2:19][C:20]([CH2:21][CH2:22][CH2:23][CH2:24][CH3:25])([CH3:26])[OH:27])[CH2:16][CH2:17]2)[O:28][CH2:29]1. The reactants are CCCCCC(C)(O)CCC1CCC2(OCCO2)C1CCCCCCC(=O)OC, [K+], [OH-]. Reactants: CC(C)(C)c1ccc(C(=O)Cl)cc1, CN(C)c1ccncc1, Nc1ccc(-c2ncccc2Cl)cc1, ClCCl, [Na+], O=C([O-])O, c1ccncc1. Product: CC(C)(C)c1ccc(C(=O)Nc2ccc(-c3ncccc3Cl)cc2)cc1. As a reaction SMILES: [C:21]([CH3:22])([CH3:23])([CH3:24])[c:25]1[cH:26][cH:27][c:28]([C:29](=[O:30])[Cl:31])[cH:32][cH:33]1.[CH3:34][N:35]([c:36]1[cH:37][cH:38][n:39][cH:40][cH:41]1)[CH3:42].[Cl:1][c:2]1[c:3](-[c:8]2[cH:9][cH:10][c:11]([NH2:12])[cH:13][cH:14]2)[n:4][cH:5][cH:6][cH:7]1.[Cl:43][CH2:44][Cl:45].[Na+:50].[O-:46][C:47]([OH:48])=[O:49].[cH:15]1[cH:16][cH:17][n:18][cH:19][cH:20]1>>[Cl:1][c:2]1[c:3](-[c:8]2[cH:9][cH:10][c:11]([NH:12][C:29]([c:28]3[cH:27][cH:26][c:25]([C:21]([CH3:22])([CH3:23])[CH3:24])[cH:33][cH:32]3)=[O:30])[cH:13][cH:14]2)[n:4][cH:5][cH:6][cH:7]1. The reactants are O (water), N1=CC=CC=C1 (pyridine), ClC(C(=O)Cl)Cl (dichloroacetyl chloride), NC1=CC=NN1C1=C(C(=C(C(=C1F)F)C(F)(F)F)F)F (5-amino-1-(2,3,5,6-tetrafluoro-4-trifluoromethylphenyl)-pyrazole). Run in C(C)#N (acetonitrile), C(Cl)Cl (methylene chloride). Reaction conditions: time 4 hour. Yields the product ClC(C(=O)NC1=CC=NN1C1=C(C(=C(C(=C1F)F)C(F)(F)F)F)F)Cl (5-dichloroacetamido-1-(2,3,5,6-tetrafluoro-4-trifluoromethyl-phenyl)-pyrazole). The yield is 85.4%. As a reaction SMILES: N1C=CC=CC=1.[Cl:7][CH:8]([Cl:12])[C:9](Cl)=[O:10].[NH2:13][C:14]1[N:18]([C:19]2[C:24]([F:25])=[C:23]([F:26])[C:22]([C:27]([F:30])([F:29])[F:28])=[C:21]([F:31])[C:20]=2[F:32])[N:17]=[CH:16][CH:15]=1.O>C(#N)C.C(Cl)Cl>[Cl:7][CH:8]([Cl:12])[C:9]([NH:13][C:14]1[N:18]([C:19]2[C:24]([F:25])=[C:23]([F:26])[C:22]([C:27]([F:30])([F:29])[F:28])=[C:21]([F:31])[C:20]=2[F:32])[N:17]=[CH:16][CH:15]=1)=[O:10]. Procedure: 1.8 ml (0.022 mol) of anhydrous pyridine and 2.1 ml (0.021 mol) of 98 percent pure dichloroacetyl chloride are added in succession to a solution of 6 g (0.02 mol) of 5-amino-1-(2,3,5,6-tetrafluoro-4-trifluoromethylphenyl)-pyrazole in 35 ml of anhydrous acetonitrile. The temperature rises to 35° C. The mixture is subsequently stirred for four hours and then poured onto 150 ml of water. The oily precipitate is taken up in 50 ml of methylene chloride, the aqueous phase is separated off and the orga...